From a dataset of the Open Reaction Database (ORD), a public repository of structured organic reaction records. describe an organic reaction: reactants, conditions, products, and yield Starting materials: COC(=O)CCN(CCc1ccc(OC)cc1)S(=O)(=O)c1ccc(-c2nnn[nH]2)cc1, NO. The product is COc1ccc(CCN(CCC(=O)NO)S(=O)(=O)c2ccc(-c3nnn[nH]3)cc2)cc1. RXN SMILES: [CH3:3][O:4][c:5]1[cH:6][cH:7][c:8]([CH2:9][CH2:10][N:11]([CH2:12][CH2:13][C:14]([O:16][CH3:15])=[O:17])[S:18](=[O:19])(=[O:20])[c:21]2[cH:22][cH:23][c:24](-[c:27]3[n:28][n:29][n:30][nH:31]3)[cH:25][cH:26]2)[cH:32][cH:33]1.[NH2:1][OH:2]>>[NH:1]([OH:2])[C:14]([CH2:13][CH2:12][N:11]([CH2:10][CH2:9][c:8]1[cH:7][cH:6][c:5]([O:4][CH3:3])[cH:33][cH:32]1)[S:18](=[O:19])(=[O:20])[c:21]1[cH:22][cH:23][c:24](-[c:27]2[n:28][n:29][n:30][nH:31]2)[cH:25][cH:26]1)=[O:16]. Starting materials: CCOC(=O)C1=C(c2ccccc2)c2ccccc2C1c1ccc2c(c1)OCO2, CCO. Product: CCOC(=O)C1C(c2ccccc2)c2ccccc2C1c1ccc2c(c1)OCO2. RXN SMILES: [CH2:1]([CH3:2])[O:3][C:4](=[O:5])[C:6]1=[C:14]([c:15]2[cH:16][cH:17][cH:18][cH:19][cH:20]2)[c:13]2[c:8]([cH:9][cH:10][cH:11][cH:12]2)[CH:7]1[c:21]1[cH:22][c:23]2[c:24]([cH:25][cH:26]1)[O:27][CH2:28][O:29]2.[CH3:30][CH2:31][OH:32]>>[CH2:1]([CH3:2])[O:3][C:4](=[O:5])[CH:6]1[CH:7]([c:21]2[cH:22][c:23]3[c:24]([cH:25][cH:26]2)[O:27][CH2:28][O:29]3)[c:8]2[cH:9][cH:10][cH:11][cH:12][c:13]2[CH:14]1[c:15]1[cH:16][cH:17][cH:18][cH:19][cH:20]1. Starting materials: C=1C=CN2C1CN(C1=C(C2)C=CC=C1)C(=O)C1=CC=C(C=C1)NC(=O)C=1C(=NC=CC1)Cl (N-[4-(5H-pyrrolo[2,1-c][1,4]benzodiazepin-10(11H)ylcarbonyl)-phenyl]-2-chloropyridine-3-carboxamide), N1CCOCC1 (morpholine). Product: C=1C=CN2C1CN(C1=C(C2)C=CC=C1)C(=O)C1=CC=C(C=C1)NC(=O)C=1C(=NC=CC1)N1CCOCC1 (N-[4-(5H-Pyrrolo[2,1-c][1,4]benzodiazepin-10(11H)-ylcarbonyl)phenyl]-2-(morpholino)-pyridine-3-carboxamide). Reaction SMILES: [CH:1]1[CH:2]=[CH:3][N:4]2[CH2:10][C:9]3[CH:11]=[CH:12][CH:13]=[CH:14][C:8]=3[N:7]([C:15]([C:17]3[CH:22]=[CH:21][C:20]([NH:23][C:24]([C:26]4[C:27](Cl)=[N:28][CH:29]=[CH:30][CH:31]=4)=[O:25])=[CH:19][CH:18]=3)=[O:16])[CH2:6][C:5]=12.[NH:33]1[CH2:38][CH2:37][O:36][CH2:35][CH2:34]1>>[CH:1]1[CH:2]=[CH:3][N:4]2[CH2:10][C:9]3[CH:11]=[CH:12][CH:13]=[CH:14][C:8]=3[N:7]([C:15]([C:17]3[CH:22]=[CH:21][C:20]([NH:23][C:24]([C:26]4[C:27]([N:33]5[CH2:38][CH2:37][O:36][CH2:35][CH2:34]5)=[N:28][CH:29]=[CH:30][CH:31]=4)=[O:25])=[CH:19][CH:18]=3)=[O:16])[CH2:6][C:5]=12. Procedure details: Using the conditions of Example 334 and 1 g of N-[4-(5H-pyrrolo[2,1-c][1,4]benzodiazepin-10(11H)ylcarbonyl)-phenyl]-2-chloropyridine-3-carboxamide and 5 ml of morpholine gives 800 mg of the desired product:M+ =493. The reactants are C1CCOC1, CCO, CCOC(=O)C=C(C)c1ccc(C(F)(F)F)nc1, [Na+], [OH-]. Yields the product CC(=CC(=O)O)c1ccc(C(F)(F)F)nc1. As a reaction SMILES: [CH2:21]1[O:22][CH2:23][CH2:24][CH2:25]1.[CH3:26][CH2:27][OH:28].[F:1][C:2]([c:3]1[cH:4][cH:5][c:6]([C:9](=[CH:10][C:11](=[O:12])[O:13][CH2:14][CH3:15])[CH3:16])[cH:7][n:8]1)([F:17])[F:18].[Na+:20].[OH-:19]>>[F:1][C:2]([c:3]1[cH:4][cH:5][c:6]([C:9](=[CH:10][C:11](=[O:12])[OH:13])[CH3:16])[cH:7][n:8]1)([F:17])[F:18]. Starting materials: C(C)[BH-](CC)CC.[Li+] (lithium triethylborohydride), C(CC)C1=CC2=CC=3C(C4=CC5=CC=CC=C5C=C4C(C3C=C2C=C1CCC)=O)=O (2,3-di(n-propyl)-6,13-pentacenequinone), Cl (hydrochloric acid). Solvent: C1CCOC1 (THF), C1CCOC1 (THF). Yields the product OC1C=2C=C3C=C(C(=CC3=CC2C(C2=CC3=CC=CC=C3C=C12)O)CCC)CCC (6,13-dihydro-6,13-dihydroxy-2,3-di(n-propyl)pentacene). RXN SMILES: [CH2:1]([C:4]1[C:25]([CH2:26][CH2:27][CH3:28])=[CH:24][C:23]2[C:6](=[CH:7][C:8]3[C:9](=[O:30])[C:10]4[C:19]([C:20](=[O:29])[C:21]=3[CH:22]=2)=[CH:18][C:17]2[C:12](=[CH:13][CH:14]=[CH:15][CH:16]=2)[CH:11]=4)[CH:5]=1)[CH2:2][CH3:3].C([BH-](CC)CC)C.[Li+].Cl>C1COCC1>[OH:29][CH:20]1[C:19]2[C:10](=[CH:11][C:12]3[C:17]([CH:18]=2)=[CH:16][CH:15]=[CH:14][CH:13]=3)[CH:9]([OH:30])[C:8]2[CH:7]=[C:6]3[C:23]([CH:24]=[C:25]([CH2:26][CH2:27][CH3:28])[C:4]([CH2:1][CH2:2][CH3:3])=[CH:5]3)=[CH:22][C:21]1=2 |f:1.2|. Procedure details: A solution of 314 mg of 2,3-di(n-propyl)-6,13-pentacenequinone dissolved in 60 mL of THF was added to 6 mL of a 1 mol/1000 mL THF solution of lithium triethylborohydride, and the mixture was heated for 20 hours under reflux in a nitrogen atmosphere. The resulting solution was neutralized with diluted aqueous hydrochloric acid, and the organic phase was separated, concentrated and dried under a vacuum to produce 6,13-dihydro-6,13-dihydroxy-2,3-di(n-propyl)pentacene almost stoichiometrically. The solvent is C(C)(=O)O (acetic acid). Reaction conditions: temperature 70 celsius. Procedure: A mixture of 7 g (35 m moles) of 3-hydrazino-6-(4-methyl-1-piperazinyl)-pyridazine and 4.1 g (36 m moles) of 2,5-hexanedione in 100 ml of acetic acid is heated for 3 hours at 70° C. The solvent is evaporated off under vacuum and the oily residue is dissolved in water and made alkaline with 10% sodium hydroxyde. The mixture is extracted with ethyl acetate and the organic layer is evaporated to dryness in vacuo. The solid residue is crystallized first from ethyl ether and then from ethyl acetate y... Reactants: N(N)C=1N=NC(=CC1)N1CCN(CC1)C (3-hydrazino-6-(4-methyl-1-piperazinyl)-pyridazine), CC(CCC(C)=O)=O (2,5-hexanedione). Product: CC=1N(C(=CC1)C)NC=1N=NC(=CC1)N1CCN(CC1)C (N-(2,5-Dimethyl-1H-pyrrol-1-yl)-6-(4-methyl-1-piperazinyl)-3-piridazineamine). As a reaction SMILES: [NH:1]([C:3]1[N:4]=[N:5][C:6]([N:9]2[CH2:14][CH2:13][N:12]([CH3:15])[CH2:11][CH2:10]2)=[CH:7][CH:8]=1)[NH2:2].[CH3:16][C:17](=O)[CH2:18][CH2:19][C:20](=O)[CH3:21]>C(O)(=O)C>[CH3:21][C:20]1[N:2]([NH:1][C:3]2[N:4]=[N:5][C:6]([N:9]3[CH2:14][CH2:13][N:12]([CH3:15])[CH2:11][CH2:10]3)=[CH:7][CH:8]=2)[C:17]([CH3:16])=[CH:18][CH:19]=1.